Dataset: the Open Reaction Database (ORD), a public repository of structured organic reaction records. Task: describe an organic reaction: reactants, conditions, products, and yield Starting materials: C(C)(C)N1CCN(CC1)C(=O)C=1C=C2C=C(NC2=CC1)C(=O)N1CCC(CC1)OC ([5-(4-Isopropyl-piperazine-1-carbonyl)-1H-indol-2-yl]-(4-methoxy-piperidin-1-yl)-methanone), FC(C=1C=C(C=CC1)B(O)O)(F)F (3-(trifluoromethyl)phenylboronic acid), N1=CC=CC=C1 (pyridine). Reagents/catalysts: C(C)(=O)[O-].[Cu+2].C(C)(=O)[O-] (copper(II) acetate). Solvent: ClCCl (dichloromethane). The product is C(C)(C)N1CCN(CC1)C(=O)C=1C=C2C=C(N(C2=CC1)C1=CC(=CC=C1)C(F)(F)F)C(=O)N1CCC(CC1)OC ([5-(4-Isopropyl-piperazine-1-carbonyl)-1-(3-trifluoromethyl-phenyl)-1H-indol-2-yl]-(4-methoxy-piperidin-1-yl)-methanone). Isolated yield 65.0%. RXN SMILES: [CH:1]([N:4]1[CH2:9][CH2:8][N:7]([C:10]([C:12]2[CH:13]=[C:14]3[C:18](=[CH:19][CH:20]=2)[NH:17][C:16]([C:21]([N:23]2[CH2:28][CH2:27][CH:26]([O:29][CH3:30])[CH2:25][CH2:24]2)=[O:22])=[CH:15]3)=[O:11])[CH2:6][CH2:5]1)([CH3:3])[CH3:2].[F:31][C:32]([F:43])([F:42])[C:33]1[CH:34]=[C:35](B(O)O)[CH:36]=[CH:37][CH:38]=1.N1C=CC=CC=1>ClCCl.C([O-])(=O)C.[Cu+2].C([O-])(=O)C>[CH:1]([N:4]1[CH2:9][CH2:8][N:7]([C:10]([C:12]2[CH:13]=[C:14]3[C:18](=[CH:19][CH:20]=2)[N:17]([C:37]2[CH:36]=[CH:35][CH:34]=[C:33]([C:32]([F:43])([F:42])[F:31])[CH:38]=2)[C:16]([C:21]([N:23]2[CH2:28][CH2:27][CH:26]([O:29][CH3:30])[CH2:25][CH2:24]2)=[O:22])=[CH:15]3)=[O:11])[CH2:6][CH2:5]1)([CH3:3])[CH3:2] |f:4.5.6|. Procedure details: The title compound was synthesized in analogy to example 66, from [5-(4-isopropyl-piperazine-1-carbonyl)-1H-indol-2-yl]-(4-methoxy-piperidin-1-yl)-methanone (example 21), 3-(trifluoromethyl)phenylboronic acid, copper(II) acetate and pyridine in dichloromethane, to give the desired product as a colorless foam (65%). The reactants are CN(C(=O)C=1C=CC2=C(SC(=C2)C(CC)(CC)C2=CC(=C(C=C2)OCC(C(C)(C)C)=O)C)C1)C (2-{1-[4-(3,3-Dimethyl-2-oxo-butoxy)-3-methyl-phenyl]-1-ethyl-propyl}-benzo[b]thiophene-6-carboxylic acid dimethylamide), [BH4-].[Na+] (NaBH4). Product: CN(C(=O)C=1C=CC2=C(SC(=C2)C(CC)(C2=CC(=C(C=C2)OCC(C(C)(C)C)O)C)CC)C1)C (2-{1-Ethyl-1-[4-(2-hydroxy-3,3-dimethyl-butoxy)-3-methyl-phenyl]-propyl}-benzo[b]thiophene-6-carboxylic acid dimethylamide). The yield is 99.4%. Reaction SMILES: [CH3:1][N:2]([CH3:34])[C:3]([C:5]1[CH:6]=[CH:7][C:8]2[CH:12]=[C:11]([C:13]([C:18]3[CH:23]=[CH:22][C:21]([O:24][CH2:25][C:26](=[O:31])[C:27]([CH3:30])([CH3:29])[CH3:28])=[C:20]([CH3:32])[CH:19]=3)([CH2:16][CH3:17])[CH2:14][CH3:15])[S:10][C:9]=2[CH:33]=1)=[O:4].[BH4-].[Na+]>>[CH3:34][N:2]([CH3:1])[C:3]([C:5]1[CH:6]=[CH:7][C:8]2[CH:12]=[C:11]([C:13]([CH2:16][CH3:17])([C:18]3[CH:23]=[CH:22][C:21]([O:24][CH2:25][CH:26]([OH:31])[C:27]([CH3:30])([CH3:29])[CH3:28])=[C:20]([CH3:32])[CH:19]=3)[CH2:14][CH3:15])[S:10][C:9]=2[CH:33]=1)=[O:4] |f:1.2|. Procedure: 2-{1-[4-(3,3-Dimethyl-2-oxo-butoxy)-3-methyl-phenyl]-1-ethyl-propyl}-benzo[b]thiophene-6-carboxylic acid dimethylamide (90 mg, 0.188 mmol) is reduced using NaBH4 (14 mg, 0.376 mmol) in a reaction analogous to Example 2 to afford the title compound (90 mg, 100%).